Dataset: the Open Reaction Database (ORD), a public repository of structured organic reaction records. Task: describe an organic reaction: reactants, conditions, products, and yield Starting materials: COC1=C(COCCCOC2=CC=C(C=C2)C2C(CN(CC2)C(=O)OC(C)(C)C)OCCOC2=C(C=CC=C2)CCOS(=O)(=O)C2=CC=C(C=C2)C)C=CC=C1 (tert-butyl 4-{4-[3-(2-methoxybenzyloxy)propoxy]phenyl}-3-(2-{2-[2-(toluene-4-sulphonyloxy)ethyl]phenoxy}ethoxy)piperidine-1-carboxylate), [C-]#N.[K+] (potassium cyanide). Solvent: CN(C=O)C (N,N-dimethylformamide), [OH-].[Na+] (NaOH). Yields the product C(#N)CCC1=C(OCCOC2CN(CCC2C2=CC=C(C=C2)OCCCOCC2=C(C=CC=C2)OC)C(=O)OC(C)(C)C)C=CC=C1 (tert-Butyl 3-{2-[2-(2-cyanoethyl)phenoxy]ethoxy}-4-{4-[3-(2-methoxybenzyloxy)propoxy]-phenyl}piperidine-1-carboxylate), SiO2. As a reaction SMILES: [CH3:1][O:2][C:3]1[CH:56]=[CH:55][CH:54]=[CH:53][C:4]=1[CH2:5][O:6][CH2:7][CH2:8][CH2:9][O:10][C:11]1[CH:16]=[CH:15][C:14]([CH:17]2[CH2:22][CH2:21][N:20]([C:23]([O:25][C:26]([CH3:29])([CH3:28])[CH3:27])=[O:24])[CH2:19][CH:18]2[O:30][CH2:31][CH2:32][O:33][C:34]2[CH:39]=[CH:38][CH:37]=[CH:36][C:35]=2[CH2:40][CH2:41]OS(C2C=CC(C)=CC=2)(=O)=O)=[CH:13][CH:12]=1.[C-:57]#[N:58].[K+]>CN(C)C=O.[OH-].[Na+]>[C:57]([CH2:41][CH2:40][C:35]1[CH:36]=[CH:37][CH:38]=[CH:39][C:34]=1[O:33][CH2:32][CH2:31][O:30][CH:18]1[CH:17]([C:14]2[CH:13]=[CH:12][C:11]([O:10][CH2:9][CH2:8][CH2:7][O:6][CH2:5][C:4]3[CH:53]=[CH:54][CH:55]=[CH:56][C:3]=3[O:2][CH3:1])=[CH:16][CH:15]=2)[CH2:22][CH2:21][N:20]([C:23]([O:25][C:26]([CH3:27])([CH3:28])[CH3:29])=[O:24])[CH2:19]1)#[N:58] |f:1.2,4.5|. Reported procedure: A solution of 0.20 g of tert-butyl 4-{4-[3-(2-methoxybenzyloxy)propoxy]phenyl}-3-(2-{2-[2-(toluene-4-sulphonyloxy)ethyl]phenoxy}ethoxy)piperidine-1-carboxylate (Example 26b) and 0.33 g of potassium cyanide in 4 ml of N,N-dimethylformamide is stirred at 65° C. over 10 hours. The reaction mixture is cooled to room temperature, diluted with 0.1N NaOH and extracted with tert-butyl methyl ether (2×) and ethyl acetate. The combined organic phases are dried over sodium sulphate and concentrated by evap... The reactants are Cl.ClC=1C=C(C=CC1Cl)N1N=C(C(=CC1=O)OC1CCNCC1)C(=O)O (1-(3,4-dichlorophenyl)-6-oxo-4-(piperidin-4-yloxy)-1,6-dihydropyridazine-3-carboxylic acid HCl), CCN(C(C)C)C(C)C (DIPEA), ClC1=NC=C(C=N1)CCC (2-chloro-5-propylpyrimidine), CCOC(=O)C (EtOAc). Run in CN1CCCC1=O (NMP). Run at temperature 100 celsius. Yields the product ClC=1C=C(C=CC1Cl)N1N=C(C(=CC1=O)OC1CCN(CC1)C1=NC=C(C=N1)CCC)C(=O)O (1-(3,4-dichlorophenyl)-6-oxo-4-(1-(5-propylpyrimidin-2-yl)piperidin-4-yloxy)-1,6-dihydropyridazine-3-carboxylic acid). Isolated yield 52.1%. Reaction SMILES: Cl.[Cl:2][C:3]1[CH:4]=[C:5]([N:10]2[C:15](=[O:16])[CH:14]=[C:13]([O:17][CH:18]3[CH2:23][CH2:22][NH:21][CH2:20][CH2:19]3)[C:12]([C:24]([OH:26])=[O:25])=[N:11]2)[CH:6]=[CH:7][C:8]=1[Cl:9].CCN(C(C)C)C(C)C.Cl[C:37]1[N:42]=[CH:41][C:40]([CH2:43][CH2:44][CH3:45])=[CH:39][N:38]=1.CCOC(C)=O>CN1C(=O)CCC1>[Cl:2][C:3]1[CH:4]=[C:5]([N:10]2[C:15](=[O:16])[CH:14]=[C:13]([O:17][CH:18]3[CH2:19][CH2:20][N:21]([C:37]4[N:42]=[CH:41][C:40]([CH2:43][CH2:44][CH3:45])=[CH:39][N:38]=4)[CH2:22][CH2:23]3)[C:12]([C:24]([OH:26])=[O:25])=[N:11]2)[CH:6]=[CH:7][C:8]=1[Cl:9] |f:0.1|. Procedure details: To a stirring solution of 1-(3,4-dichlorophenyl)-6-oxo-4-(piperidin-4-yloxy)-1,6-dihydropyridazine-3-carboxylic acid HCl (83 mg, 0.217 mmol) in NMP (2 mL) at room temperature under argon was added DIPEA (84 mg, 0.651 mmol) and 2-chloro-5-propylpyrimidine (51 mg, 0.326 mmol). The resulting reaction mixture was heated at 100° C. under argon overnight. 15 mL of EtOAc was added to the reaction mixture. The reaction mixture was washed with water (15 mL), and brine (15 mL). Organic phase was dried (Mg... The reactants are stainless steel, FC=1C=C(C=CC1C(F)(F)F)C1=CN=CO1 (5-(3-fluoro-4-(trifluoromethyl)phenyl)oxazole), C1=CCCC1 (cyclopentene), FC(C(=O)O)(F)F (trifluoroacetic acid), C1=CCCC1 (cyclopentene), FC(C(=O)O)(F)F (trifluoroacetic acid), stainless steel, C1=CCCC1 (cyclopentene), FC(C(=O)O)(F)F (trifluoroacetic acid). Run in C1(=CC=CC=C1)C (toluene), C1(=CC=CC=C1)C (toluene), C1(=CC=CC=C1)C (toluene), C1(=CC=CC=C1)C (toluene), C1(=CC=CC=C1)C (toluene). Reaction conditions: temperature 230 celsius. Product: FC=1C=C(C=CC1C(F)(F)F)C1=CN=CC=2CCCC12 (4-(3-Fluoro-4-trifluoromethyl-phenyl)-6,7-dihydro-5H-[2]pyrindine). The yield is 50.1%. Reaction SMILES: [CH:1]1[CH2:5][CH2:4][CH2:3][CH:2]=1.FC(F)(F)C(O)=O.[F:13][C:14]1[CH:15]=[C:16]([C:24]2O[CH:27]=[N:26][CH:25]=2)[CH:17]=[CH:18][C:19]=1[C:20]([F:23])([F:22])[F:21]>C1(C)C=CC=CC=1>[F:13][C:14]1[CH:15]=[C:16]([C:24]2[C:2]3[CH2:3][CH2:4][CH2:5][C:1]=3[CH:27]=[N:26][CH:25]=2)[CH:17]=[CH:18][C:19]=1[C:20]([F:22])([F:23])[F:21]. Procedure details: The reaction was performed on a custom-made flow system consisting of a Dionex P580 pump and a HP 6890 Series Gas Chromatography oven used as a heating source. The GC oven was equipped with a stainless steel coil reactor (53 mL volume) made from Supelco stainless steel tube (ID=2.1 mm). After heating to 230° C. using toluene as a system solvent, a mixture of cyclopentene (1.77 g, 26.0 mmol) and trifluoroacetic acid (0.30 g, 2.60 mmol) in toluene (1.0 mL), a mixture of 5-(3-fluoro-4-(trifluoromet...